From a dataset of the Open Reaction Database (ORD), a public repository of structured organic reaction records. describe an organic reaction: reactants, conditions, products, and yield The reactants are [H][H] (hydrogen), ( iii ), C(CC#CCCCC)O (3-octyn-1-ol), [H][H] (hydrogen). The reagents and catalysts are [Pd].CC(=O)[O-].CC(=O)[O-].[Pb+2] (Lindlar catalyst). The solvent is CCCCCC (n-hexane). The product is C(C\C=C/CCCC)O (cis-3-octen-1-ol). Reaction SMILES: [H][H].[CH2:3]([OH:11])[CH2:4][C:5]#[C:6][CH2:7][CH2:8][CH2:9][CH3:10]>CCCCCC.[Pd].CC([O-])=O.CC([O-])=O.[Pb+2]>[CH2:3]([OH:11])[CH2:4]/[CH:5]=[CH:6]\[CH2:7][CH2:8][CH2:9][CH3:10] |f:3.4.5.6|. Procedure: The hydrogen reduction of this 3-octyn-1-ol is carried out by dissolving the compound in n-hexane with addition of 3 to 20% by weight of a Lindlar catalyst and introducing hydrogen at room temperature with agitation (reaction (iii)). Removal of the catalyst by filtration and n-hexane by distillation from the reaction mixture gives cis-3-octen-1-ol in an almost quantitative yield.